From a dataset of the Open Reaction Database (ORD), a public repository of structured organic reaction records. describe an organic reaction: reactants, conditions, products, and yield Reactants: CCOC(C)=O, CCCCCC, CCC(=O)c1cc(OC(C)C)c(OC)cc1I. Product: CCC(=O)c1cc(O)c(OC)cc1I. Reaction SMILES: [C:24]([O:25][CH2:26][CH3:27])(=[O:28])[CH3:29].[CH3:18][CH2:19][CH2:20][CH2:21][CH2:22][CH3:23].[I:1][c:2]1[c:3]([C:14]([CH2:15][CH3:16])=[O:17])[cH:4][c:5]([O:10][CH:11]([CH3:12])[CH3:13])[c:6]([O:8][CH3:9])[cH:7]1>>[I:1][c:2]1[c:3]([C:14]([CH2:15][CH3:16])=[O:17])[cH:4][c:5]([OH:10])[c:6]([O:8][CH3:9])[cH:7]1.